Dataset: the Open Reaction Database (ORD), a public repository of structured organic reaction records. Task: describe an organic reaction: reactants, conditions, products, and yield Starting materials: C(C)(=O)C1=C(C=NC(=C1)Cl)N(S(=O)(=O)C1=CC=C(C=C1)[N+](=O)[O-])S(=O)(=O)C1=CC=C(C=C1)[N+](=O)[O-] (N-(4-acetyl-6-chloropyridin-3-yl)-4-nitro-N-(4-nitrophenylsulfonyl)benzenesulfonamide), [Li+].[OH-] (LiOH), Cl (HCl). The solvent is C1CCOC1.CO (THF MeOH). Product: C(C)(=O)C1=C(C=NC(=C1)Cl)NS(=O)(=O)C1=CC=C(C=C1)[N+](=O)[O-] (N-(4-acetyl-6-chloropyridin-3-yl)-4-nitrobenzenesulfonamide). The yield is 84.0%. Reaction SMILES: [C:1]([C:4]1[CH:9]=[C:8]([Cl:10])[N:7]=[CH:6][C:5]=1[N:11](S(C1C=CC([N+]([O-])=O)=CC=1)(=O)=O)[S:12]([C:15]1[CH:20]=[CH:19][C:18]([N+:21]([O-:23])=[O:22])=[CH:17][CH:16]=1)(=[O:14])=[O:13])(=[O:3])[CH3:2].[Li+].[OH-].Cl>C1COCC1.CO>[C:1]([C:4]1[CH:9]=[C:8]([Cl:10])[N:7]=[CH:6][C:5]=1[NH:11][S:12]([C:15]1[CH:20]=[CH:19][C:18]([N+:21]([O-:23])=[O:22])=[CH:17][CH:16]=1)(=[O:13])=[O:14])(=[O:3])[CH3:2] |f:1.2,4.5|. Procedure details: To a solution of N-(4-acetyl-6-chloropyridin-3-yl)-4-nitro-N-(4-nitrophenylsulfonyl)benzenesulfonamide (1.0 equiv.) in 2:1 THF/MeOH (0.05 M) was added 1 M LiOH (aq.) (3.1 equiv). The resulting purple solution was stirred at rt for 15 hours, at which time 1 M HCl (3.1 equiv) was added. The volatiles were removed in vacuo and ethyl acetate (700 mL) and H2O (200 mL) were added. Upon separating the organic was washed with NaHCO3(sat.) (200 mL), with NaCl(sat.) (200 mL), dried over MgSO4, filtered an... Reactants: N1N=CC(=C1)C=1C=C2C=CN=CC2=CC1 (6-(1H-pyrazol-4-yl)isoquinoline), FC(C1=CC=C(C[C@@H]2N(S(OC2)(=O)=O)C(=O)OC(C)(C)C)C=C1)(F)F (tert-butyl (4S)-4-[4-(trifluoromethyl)benzyl]-1,2,3-oxathiazolidine-3-carboxylate 2,2-dioxide), C([O-])([O-])=O.[Cs+].[Cs+] (cesium carbonate). Run in CN(C)C=O (DMF), C(=O)(O)[O-].[Na+] (NaHCO3). Run at time 16 hour. The product is C1=NC=CC2=CC(=CC=C12)C=1C=NN(C1)C[C@H](CC1=CC=C(C=C1)C(F)(F)F)NC(OC(C)(C)C)=O (tert-Butyl(S)-3-(4-(isoquinolin-6-yl)-1H-pyrazol-1-yl)-1-(4-(trifluoromethyl)-phenyl)propan-2-ylcarbamate). Isolated yield 93.0%. As a reaction SMILES: [NH:1]1[CH:5]=[C:4]([C:6]2[CH:7]=[C:8]3[C:13](=[CH:14][CH:15]=2)[CH:12]=[N:11][CH:10]=[CH:9]3)[CH:3]=[N:2]1.[F:16][C:17]([F:40])([F:39])[C:18]1[CH:38]=[CH:37][C:21]([CH2:22][C@H:23]2[CH2:27]OS(=O)(=O)[N:24]2[C:30]([O:32][C:33]([CH3:36])([CH3:35])[CH3:34])=[O:31])=[CH:20][CH:19]=1.C(=O)([O-])[O-].[Cs+].[Cs+]>CN(C=O)C.C([O-])(O)=O.[Na+]>[CH:12]1[C:13]2[C:8](=[CH:7][C:6]([C:4]3[CH:5]=[N:1][N:2]([CH2:27][C@@H:23]([NH:24][C:30](=[O:31])[O:32][C:33]([CH3:36])([CH3:35])[CH3:34])[CH2:22][C:21]4[CH:37]=[CH:38][C:18]([C:17]([F:40])([F:39])[F:16])=[CH:19][CH:20]=4)[CH:3]=3)=[CH:15][CH:14]=2)[CH:9]=[CH:10][N:11]=1 |f:2.3.4,6.7|. Reported procedure: A mixture of 6-(1H-pyrazol-4-yl)isoquinoline (40 mg, 0.21 mmol) (prepared as shown in Scheme 20), tert-butyl (4S)-4-[4-(trifluoromethyl)benzyl]-1,2,3-oxathiazolidine-3-carboxylate 2,2-dioxide (102 mg, 0.27 mmol) (prepared as shown in Scheme 1), and cesium carbonate (134 mg, 0.41 mmol) in DMF (2 mL) was stirred at room temperature for 16 hours. The mixture was diluted with saturated aqueous NaHCO3 and extracted with DCM (3×). The combined organic layers were dried over Na2SO4, filtered and concen... Starting materials: COC(CSCC(=O)C1=CC=C(C=C1)C1=C(C=CC=C1)F)=O ([2-(2'-Fluoro-4-biphenylyl)-2-oxo-ethylthio]acetic acid methyl ester). Run in C(CC)O (n-propanol). Yields the product C(C)SCC(=O)C1=CC=C(C=C1)C1=C(C=CC=C1)F (Ethyl [2 -(2'-fluoro- 4-biphenylyl)-2-oxoethyl]-sulfide). As a reaction SMILES: CO[C:3](=O)[CH2:4][S:5][CH2:6][C:7]([C:9]1[CH:14]=[CH:13][C:12]([C:15]2[CH:20]=[CH:19][CH:18]=[CH:17][C:16]=2[F:21])=[CH:11][CH:10]=1)=[O:8]>C(O)CC>[CH2:4]([S:5][CH2:6][C:7]([C:9]1[CH:14]=[CH:13][C:12]([C:15]2[CH:20]=[CH:19][CH:18]=[CH:17][C:16]=2[F:21])=[CH:11][CH:10]=1)=[O:8])[CH3:3]. Procedure details: [2-(2'-Fluoro-4-biphenylyl)-2-oxo-ethylthio]acetic acid methyl ester, m.p. 80°-82° C (from n-propanol). Starting materials: NC1=CC=C(C=C1)N1N=CN=N1 (2-(4-aminophenyl)tetrazole), C(C)(=O)C(CC(=O)OCC)C(C)=O (ethyl 3-acetyl-4-oxopentanoate), Cl (hydrochloric acid), N(=O)[O-].[Na+] (sodium nitrite). Solvent: C(C)O (ethanol), C(C)O (ethanol), O (water), O (water), O (water), N1=CC=CC=C1 (pyridine). Conditions: time 1 hour. The product is N=1N(N=NC1)C1=CC=C(C=C1)NNC(CC(=O)OCC)C(C)=O (Ethyl 3-(4-(2-tetrazolyl)-phenvlhvdrazino)-4-oxopentanoate). Reaction SMILES: [NH2:1][C:2]1[CH:7]=[CH:6][C:5]([N:8]2[N:12]=[N:11][CH:10]=[N:9]2)=[CH:4][CH:3]=1.Cl.[N:14]([O-])=O.[Na+].[C:18]([CH:21](C(=O)C)[CH2:22][C:23]([O:25][CH2:26][CH3:27])=[O:24])(=[O:20])[CH3:19]>C(O)C.N1C=CC=CC=1.O>[N:9]1[N:8]([C:5]2[CH:4]=[CH:3][C:2]([NH:1][NH:14][CH:21]([C:18](=[O:20])[CH3:19])[CH2:22][C:23]([O:25][CH2:26][CH3:27])=[O:24])=[CH:7][CH:6]=2)[N:12]=[N:11][CH:10]=1 |f:2.3|. Procedure details: A solution of 1.06 gm. (6.58 mmoles) of 2-(4-aminophenyl)tetrazole in 20 ml. of ethanol and 1.18 ml. of concentrated hydrochloric acid and 10 ml. of water was cooled in an ice bath and treated dropwise with a solution of 500 mg. of sodium nitrite in 10 ml. of water. After the addition of an additional 10 ml. of water, the mixture was stirred for 25 minutes at room temperature. The mixture was then added to a solution of 1.35 gm. (7.2 mmoles) of ethyl 3-acetyl-4-oxopentanoate and 2.66 ml. of pyri... Reactants: [OH-].[Na+] (sodium hydroxide), NC(CO)C(=O)O (DL-Serine), C(CCC)N=C=O (n-butyl isocyanate). Run in O (water). Conditions: temperature 0 celsius, time 8 hour. The product is C(CCC)N1C(NC(C1=O)CO)=O (3-n-Butyl-5-hydroxymethylhydantoin). Reaction SMILES: [NH2:1][CH:2]([C:5]([OH:7])=O)[CH2:3][OH:4].[OH-].[Na+].[CH2:10]([N:14]=[C:15]=[O:16])[CH2:11][CH2:12][CH3:13]>O>[CH2:10]([N:14]1[C:5](=[O:7])[CH:2]([CH2:3][OH:4])[NH:1][C:15]1=[O:16])[CH2:11][CH2:12][CH3:13] |f:1.2|. Reported procedure: DL-Serine (5.0 g) was dissolved in water (25 ml) containing sodium hydroxide (23.8 ml, 2N) and the mixture cooled to 0° C., stirred and n-butyl isocyanate (9.4 g) added. The mixture was stirred at 0° C. for 2 hours then allowed to rise to room temperature overnight, filtered and the filtrate acidified with concentrated hydrochloric acid (50 ml) and heated on a steam-bath for 2 hours. The mixture was cooled and extracted with ether (3×100 ml). Removal of the ether gave an oil which rapidly crysta... Reactants: Cl.N[C@H]1CC[C@H](CC1)NC(=O)C1=C(NC=2C1=NC=CC2C2=C(C=C(C(=C2)F)OC)OCC2CC2)C (N-(cis-4-aminocyclohexyl)-7-[2-(cyclopropylmethoxy)-5-fluoro-4-methoxyphenyl]-2-methyl-1H-pyrrolo[3,2-b]pyridine-3-carboxamide hydrochloride), COCC(=O)Cl (methoxy-acetyl chloride). Yields the product C1(CC1)COC1=C(C=C(C(=C1)OC)F)C1=C2C(=NC=C1)C(=C(N2)C)C(=O)N[C@@H]2CC[C@@H](CC2)NC(COC)=O (7-[2-(Cyclopropylmethoxy)-5-fluoro-4-methoxyphenyl]-N-{cis-4-[(methoxyacetyl)amino]cyclohexyl}-2-methyl-1H-pyrrolo[3,2-b]pyridine-3-carboxamide). Reaction SMILES: Cl.[NH2:2][C@@H:3]1[CH2:8][CH2:7][C@H:6]([NH:9][C:10]([C:12]2[C:16]3=[N:17][CH:18]=[CH:19][C:20]([C:21]4[CH:26]=[C:25]([F:27])[C:24]([O:28][CH3:29])=[CH:23][C:22]=4[O:30][CH2:31][CH:32]4[CH2:34][CH2:33]4)=[C:15]3[NH:14][C:13]=2[CH3:35])=[O:11])[CH2:5][CH2:4]1.[CH3:36][O:37][CH2:38][C:39](Cl)=[O:40]>>[CH:32]1([CH2:31][O:30][C:22]2[CH:23]=[C:24]([O:28][CH3:29])[C:25]([F:27])=[CH:26][C:21]=2[C:20]2[CH:19]=[CH:18][N:17]=[C:16]3[C:12]([C:10]([NH:9][C@H:6]4[CH2:7][CH2:8][C@@H:3]([NH:2][C:39](=[O:40])[CH2:38][O:37][CH3:36])[CH2:4][CH2:5]4)=[O:11])=[C:13]([CH3:35])[NH:14][C:15]=23)[CH2:33][CH2:34]1 |f:0.1|. Procedure: Starting from N-(cis-4-aminocyclohexyl)-7-[2-(cyclopropylmethoxy)-5-fluoro-4-methoxyphenyl]-2-methyl-1H-pyrrolo[3,2-b]pyridine-3-carboxamide hydrochloride (example D.f28) and commercially available methoxy-acetyl chloride the title compound is obtained as colorless solid. Starting materials: ClC=1C=CN=C2C3(C1CN(C3)C)CC(C=C2)=CC#N (4-chloro-10-cyanomethylene-2-methylpyrrolo[4,3-e]benzazepine), CN1CCNCC1 (N-methylpiperazine). The solvent is CN(C=O)C (dimethylformamide). Conditions: temperature 80 celsius, time 1 hour. Yields the product C(#N)C=C1C=CC=2C3(C(=C(C=CN2)N2CCN(CC2)C)CN(C3)C)C1 (10-cyanomethylene-2-methyl-4-(4-methyl-1-piperazinyl)pyrrolo-[4,3-e]benzazepine). The yield is 71.8%. As a reaction SMILES: Cl[C:2]1[CH:3]=[CH:4][N:5]=[C:6]2[CH:16]=[CH:15][C:14](=[CH:17][C:18]#[N:19])[CH2:13][C:7]32[CH2:11][N:10]([CH3:12])[CH2:9][C:8]=13.[CH3:20][N:21]1[CH2:26][CH2:25][NH:24][CH2:23][CH2:22]1>CN(C)C=O>[C:18]([CH:17]=[C:14]1[CH2:13][C:7]23[CH2:11][N:10]([CH3:12])[CH2:9][C:8]2=[C:2]([N:24]2[CH2:25][CH2:26][N:21]([CH3:20])[CH2:22][CH2:23]2)[CH:3]=[CH:4][N:5]=[C:6]3[CH:16]=[CH:15]1)#[N:19]. Procedure: 5.8 g (22 mmol) of 4-chloro-10-cyanomethylene-2-methylpyrrolo[4,3-e]benzazepine were dissolved in 50 ml of dimethylformamide, 6.6 ml (60 mmol) of N-methylpiperazine were added (strongly exothermic reaction) and the mixture was stirred at 80° C. under nitrogen for 1 h. After removal of the solvent under reduced pressure the residue was taken up in about 200 ml of ice/water, the mixture was make alkaline with a little 10% strength sodium hydroxide solution and then stirred while cooling for 1 h an... The reactants are BrCCBr (1,2-dibromoethane), C(=O)(O)[O-].[Na+] (NaHCO3), S(=S)(=O)([O-])[O-].[Na+].[Na+] (sodium thiosulfate), N(C(C)C)C(C)C (i-Pr2NH), FC(C(=O)NC1=C(SC=C1)C(=O)OC)(F)F (methyl 3-(trifluoroacetylamino)-2-thiophenecarboxylate), C(CCC)[Li] (n-butyllithium). The solvent is C1CCOC1 (THF), CO (MeOH), C1CCOC1 (THF). Reaction conditions: time 5 minute. The product is BrC1=CC(=C(S1)C(=O)OC)NC(C(F)(F)F)=O (methyl 5-bromo-3-(trifluoroacetylamino)-2-thiophenecarboxylate). Isolated yield 21.0%. Reaction SMILES: N(C(C)C)C(C)C.C([Li])CCC.[F:13][C:14]([F:28])([F:27])[C:15]([NH:17][C:18]1[CH:22]=[CH:21][S:20][C:19]=1[C:23]([O:25][CH3:26])=[O:24])=[O:16].[Br:29]CCBr.C([O-])(O)=O.[Na+].S([O-])([O-])(=O)=S.[Na+].[Na+]>C1COCC1.CO>[Br:29][C:21]1[S:20][C:19]([C:23]([O:25][CH3:26])=[O:24])=[C:18]([NH:17][C:15](=[O:16])[C:14]([F:13])([F:27])[F:28])[CH:22]=1 |f:4.5,6.7.8|. Procedure: To a stirred solution of i-Pr2NH (6.2 mL, 3.2 mmol) in THF (100 mL) in a dry ice-i-PrOH bath was added, dropwise, n-butyllithium (2.5 N in hexanes, 17 mL, 43 mmol). After 5 min, the mixture was placed in an ice-water bath. After an additional 5 min, the mixture was cooled in a dry ice-i-PrOH bath. To this stirred solution was added, dropwise over 2 min, a solution of the methyl 3-(trifluoroacetylamino)-2-thiophenecarboxylate (3.5 g, 14 mmol) in THF (15 mL). After 5 min, 1,2-dibromoethane (4 mL) ... The reactants are CC(C)c1cccc(C(C)C)c1N=C=O, CC(C)[N-]C(C)C, [Li+], CC(=O)C(c1ccccc1)c1ccccc1. The product is CC(C)c1cccc(C(C)C)c1NC(=O)CC(=O)C(c1ccccc1)c1ccccc1. RXN SMILES: [CH:17]([CH3:18])([CH3:19])[c:20]1[c:21]([N:29]=[C:30]=[O:31])[c:22]([CH:26]([CH3:27])[CH3:28])[cH:23][cH:24][cH:25]1.[CH:32]([N-:33][CH:34]([CH3:35])[CH3:36])([CH3:37])[CH3:38].[Li+:39].[c:1]1([CH:7]([C:8](=[O:9])[CH3:10])[c:11]2[cH:12][cH:13][cH:14][cH:15][cH:16]2)[cH:2][cH:3][cH:4][cH:5][cH:6]1>>[c:1]1([CH:7]([C:8](=[O:9])[CH2:10][C:30]([NH:29][c:21]2[c:20]([CH:17]([CH3:18])[CH3:19])[cH:25][cH:24][cH:23][c:22]2[CH:26]([CH3:27])[CH3:28])=[O:31])[c:11]2[cH:12][cH:13][cH:14][cH:15][cH:16]2)[cH:2][cH:3][cH:4][cH:5][cH:6]1.